This data is from the Open Reaction Database (ORD), a public repository of structured organic reaction records. The task is: describe an organic reaction: reactants, conditions, products, and yield Reactants: COCCOCCOCCOC (triglyme), cuprous oxide, [N+](=O)([O-])C1=C(C=C(C=C1)Cl)C(F)(F)F (2-nitro-5-chloro-trifluoromethylbenzene), CC1(C(NC(N1)=O)=O)C (5,5-dimethyl-hydantoin). Run at temperature 20 celsius, time 15 minute. Yields the product FC(C=1C=C(C=CC1[N+](=O)[O-])N1C(NC(C1=O)(C)C)=O)(F)F (1-(3'-trifluoromethyl-4'nitrophenyl)-4,4-dimethyl-imidazoline-2,5-dione). Yield: 30.0%. RXN SMILES: COCCOCCOCCOC.[N+:13]([C:16]1[CH:21]=[CH:20][C:19](Cl)=[CH:18][C:17]=1[C:23]([F:26])([F:25])[F:24])([O-:15])=[O:14].[CH3:27][C:28]1([CH3:35])[NH:32][C:31](=[O:33])[NH:30][C:29]1=[O:34]>>[F:24][C:23]([F:26])([F:25])[C:17]1[CH:18]=[C:19]([N:30]2[C:29](=[O:34])[C:28]([CH3:35])([CH3:27])[NH:32][C:31]2=[O:33])[CH:20]=[CH:21][C:16]=1[N+:13]([O-:15])=[O:14]. Procedure details: The following were introduced into 282 ml of triglyme: 112.8 grams of 2-nitro-5-chloro-trifluoromethylbenzene, 64.1 grams of 5,5-dimethyl-hydantoin and 33.5 grams of cuprous oxide. The mixture was heated to about 215° C.±5° C. for 4 hours, then cooled to 20° C. and filtered. The triglyme solution was recovered and a 22 Be ammonia solution (1V), toluene (1V) and demineralized water (4V) were added to the solution of triglyme (1V). The solution was stirred at 20° C. for 15 minutes, then cooled to ... The reactants are C(C)(=O)C1=CC2=C(O1)C(C1=CC=CC(=C1C2=O)O)=O (2-acetyl-5-hydroxynaphtho[2,3-b]furan-4,9-dione), [BH4-].[Na+] (sodium borohydride). Run in C(Cl)(Cl)Cl (chloroform), C(C)O (ethanol). Reaction conditions: time 30 minute. Product: OC(C)C1=CC2=C(O1)C(C1=CC=CC(=C1C2=O)O)=O (2-(1-hydroxyethyl)-5-hydroxynaphtho[2,3-b]furan-4,9-dione). Isolated yield 73.2%. Reaction SMILES: [C:1]([C:4]1[O:8][C:7]2[C:9](=[O:19])[C:10]3[C:15]([C:16](=[O:17])[C:6]=2[CH:5]=1)=[C:14]([OH:18])[CH:13]=[CH:12][CH:11]=3)(=[O:3])[CH3:2].[BH4-].[Na+]>C(Cl)(Cl)Cl.C(O)C>[OH:3][CH:1]([C:4]1[O:8][C:7]2[C:9](=[O:19])[C:10]3[C:15]([C:16](=[O:17])[C:6]=2[CH:5]=1)=[C:14]([OH:18])[CH:13]=[CH:12][CH:11]=3)[CH3:2] |f:1.2|. Procedure: To a solution of 2-acetyl-5-hydroxynaphtho[2,3-b]furan-4,9-dione (694 mg, 2.73 mmol) obtained in Example 5 in chloroform (100 mL) and ethanol (25 mL) is added sodium borohydride (515 mg, 13.7 mmol) at 0° C. The mixture is stirred for 30 minutes, and then the reaction is quenched by adding 10% hydrochloric acid to the mixture. The aqueous layer is extracted with chloroform twice, and the extract is continuously washed with water and brine. The mixture is evaporated in vacuo and purified by silica... Reported procedure: The above prepared N-(1-acetyl-but-3-enyl)-4-methoxy-benzamide (6.45 g, 26.1 mmol) was stirred in a mixture of 43.9 ml of trifluoro-acetic acid (22 eq.) and 21.75 ml of trifluoro-acetic anhydride (6 eq.) for 7 h at 40° and for 16 h at ambient temperature. Pouring onto crashed ice, twofold extraction with EtOEt, three times washing with Na2CO3-solution, drying over natrium sulfate and evaporation of the solvents, followed by flash chromatography (SiO2, hexane/AcOEt=9/1) produced finally 4.51 g of... Starting materials: C(C)(=O)C(CC=C)NC(C1=CC=C(C=C1)OC)=O (N-(1-acetyl-but-3-enyl)-4-methoxy-benzamide), FC(C(=O)O)(F)F (trifluoro-acetic acid), FC(C(=O)OC(C(F)(F)F)=O)(F)F (trifluoro-acetic anhydride). Isolated yield 75.4%. As a reaction SMILES: [C:1]([CH:4]([NH:8][C:9](=[O:18])[C:10]1[CH:15]=[CH:14][C:13]([O:16][CH3:17])=[CH:12][CH:11]=1)[CH2:5][CH:6]=[CH2:7])(=O)[CH3:2].FC(F)(F)C(O)=O.FC(F)(F)C(OC(=O)C(F)(F)F)=O>>[CH2:5]([C:4]1[N:8]=[C:9]([C:10]2[CH:11]=[CH:12][C:13]([O:16][CH3:17])=[CH:14][CH:15]=2)[O:18][C:1]=1[CH3:2])[CH:6]=[CH2:7]. Yields the product C(C=C)C=1N=C(OC1C)C1=CC=C(C=C1)OC (4-Allyl-2-(4-methoxy-phenyl)-5-methyl-oxazole). Starting materials: BrC=1C(=C(C=C(C1)N1C(NC(C=C1)=O)=O)C1=CC=C2C(=CCC2=C1)CCS(=O)(=O)N)OC (((6-(3-bromo-5-(2,4-dioxo-3,4-dihydropyrimidin-1(2H)-yl)-2-methoxyphenyl)-1H-inden-3-yl)methyl)methanesulfonamide), S1C=C(C=C1)B(O)O (thiophen-3-yl boronic acid). The product is O=C1N(C=CC(N1)=O)C=1C=C(C(=C(C1)C1=CC=C2C(=CCC2=C1)CCS(=O)(=O)N)OC)C1=CSC=C1 (((6-(5-(2,4-dioxo-3,4-dihydropyrimidin-1(2H)-yl)-2-methoxy-3-(thiophen-3-yl)phenyl)-1H-inden-3-yl)methyl)methanesulfonamide). The yield is 33.0%. As a reaction SMILES: Br[C:2]1[C:3]([O:31][CH3:32])=[C:4]([C:16]2[CH:24]=[C:23]3[C:19]([C:20]([CH2:25][CH2:26][S:27]([NH2:30])(=[O:29])=[O:28])=[CH:21][CH2:22]3)=[CH:18][CH:17]=2)[CH:5]=[C:6]([N:8]2[CH:13]=[CH:12][C:11](=[O:14])[NH:10][C:9]2=[O:15])[CH:7]=1.[S:33]1[CH:37]=[CH:36][C:35](B(O)O)=[CH:34]1>>[O:15]=[C:9]1[NH:10][C:11](=[O:14])[CH:12]=[CH:13][N:8]1[C:6]1[CH:7]=[C:2]([C:35]2[CH:36]=[CH:37][S:33][CH:34]=2)[C:3]([O:31][CH3:32])=[C:4]([C:16]2[CH:24]=[C:23]3[C:19]([C:20]([CH2:25][CH2:26][S:27]([NH2:30])(=[O:29])=[O:28])=[CH:21][CH2:22]3)=[CH:18][CH:17]=2)[CH:5]=1. Procedure: The product from Example 63, Part A (25.9 mg, 0.050 mmol) was reacted with thiophen-3-yl boronic acid (8.1 mg, 0.063 mmol) as described in Example 63, Part B to give the title compound as an off-solid (8.6 mg, 33%). 1H NMR (300 MHz, DMSO-d6) δ 11.45 (d, J=1.84 Hz, 1 H) 7.93 (d, J=2.94 Hz, 1 H) 7.87 (d, J=7.72 Hz, 1 H) 7.53-7.75 (m, 6 H) 7.49 (t, J=6.25 Hz, 1 H) 7.39 (d, J=2.57 Hz, 1 H) 6.57 (s, 1 H) 5.68 (dd, J=7.91, 2.02 Hz, 1 H) 4.19 (d, J=5.15 Hz, 2 H) 3.47 (s, 2 H) 3.21 (s, 3 H) 2.96 (s, 3 H... Reactants: COC(=O)C=1N=C(N(C1)COCC[Si](C)(C)C)Br (Methyl-2-bromo-1-((2-(trimethylsilyl)ethoxy)methyl)-1H-imidazole-4-carboxylate), C(CCC)[Sn](C(=C)OCC)(CCCC)CCCC (Tributyl(1-ethoxy-vinyl)stannane). The reagents and catalysts are C=1C=CC(=CC1)[P](C=2C=CC=CC2)(C=3C=CC=CC3)[Pd]([P](C=4C=CC=CC4)(C=5C=CC=CC5)C=6C=CC=CC6)([P](C=7C=CC=CC7)(C=8C=CC=CC8)C=9C=CC=CC9)[P](C=1C=CC=CC1)(C=1C=CC=CC1)C=1C=CC=CC1 (Pd(PPh3)4). Run in O1CCOCC1 (dioxane), O (water). The product is C(C)OC(=C)C=1N(C=C(N1)C(=O)OC)COCC[Si](C)(C)C (Methyl 2-(1-ethoxyvinyl)-1-((2-(trimethylsilyl)ethoxy)methyl)-1H-imidazole-4-carboxylate). As a reaction SMILES: [CH3:1][O:2][C:3]([C:5]1[N:6]=[C:7](Br)[N:8]([CH2:10][O:11][CH2:12][CH2:13][Si:14]([CH3:17])([CH3:16])[CH3:15])[CH:9]=1)=[O:4].C([Sn](CCCC)(CCCC)[C:24]([O:26][CH2:27][CH3:28])=[CH2:25])CCC>O1CCOCC1.O.C1C=CC([P]([Pd]([P](C2C=CC=CC=2)(C2C=CC=CC=2)C2C=CC=CC=2)([P](C2C=CC=CC=2)(C2C=CC=CC=2)C2C=CC=CC=2)[P](C2C=CC=CC=2)(C2C=CC=CC=2)C2C=CC=CC=2)(C2C=CC=CC=2)C2C=CC=CC=2)=CC=1>[CH2:27]([O:26][C:24]([C:7]1[N:8]([CH2:10][O:11][CH2:12][CH2:13][Si:14]([CH3:17])([CH3:16])[CH3:15])[CH:9]=[C:5]([C:3]([O:2][CH3:1])=[O:4])[N:6]=1)=[CH2:25])[CH3:28] |^1:47,49,68,87|. Reported procedure: Methyl-2-bromo-1-((2-(trimethylsilyl)ethoxy)methyl)-1H-imidazole-4-carboxylate (10 g, 29.9 mmol) was dissolved in dioxane (200 ml). Tributyl(1-ethoxy-vinyl)stannane (16.2 g, 44.8 mmol) was added to the solution. The resulting mixture was degassed and purged with argon for 20 min. Then Pd(PPh3)4 (3.45 g, 2.99 mmol) was added and the mixture was refluxed overnight. The reaction mixture was cooled to RT and diluted with cold water. The mixture was extracted with EtOAc and washed with aqueous KF sol... Reactants: C(C)(C)(C)OC(=O)N1C[C@H]2CC3=CC(=C(N=C3N2[C@@H](C1)C)CS)Br ((4R,9aR)-7-Bromo-6-mercaptomethyl-4-methyl-3,4,9,9a-tetrahydro-1H-2,4a,5-triaza-fluorene-2-carboxylic acid tert-butyl ester), F[B-](F)(F)F.C(C1=CC=CC=C1)(C1=CC=CC=C1)(C1=CC=CC=C1)[N+]1=CC=CC=C1 (tritylpyridinium tetrafluoroborate). The solvent is ClCCl (dichloromethane). Reaction conditions: time 2 hour. The product is C(C)(C)(C)OC(=O)N1C[C@H]2CC3=CC(=C(N=C3N2[C@@H](C1)C)CSC(C1=CC=CC=C1)(C1=CC=CC=C1)C1=CC=CC=C1)Br ((4R,9aR)-7-Bromo-4-methyl-6-tritylsulfanylmethyl-3,4,9,9a-tetrahydro-1H-2,4a,5-triaza-fluorene-2-carboxylic acid tert-butyl ester). Yield: 98.4%. As a reaction SMILES: [C:1]([O:5][C:6]([N:8]1[CH2:20][C@@H:19]([CH3:21])[N:18]2[C@H:10]([CH2:11][C:12]3[C:17]2=[N:16][C:15]([CH2:22][SH:23])=[C:14]([Br:24])[CH:13]=3)[CH2:9]1)=[O:7])([CH3:4])([CH3:3])[CH3:2].F[B-](F)(F)F.[C:30]([N+]1C=CC=CC=1)([C:43]1[CH:48]=[CH:47][CH:46]=[CH:45][CH:44]=1)([C:37]1[CH:42]=[CH:41][CH:40]=[CH:39][CH:38]=1)[C:31]1[CH:36]=[CH:35][CH:34]=[CH:33][CH:32]=1>ClCCl>[C:1]([O:5][C:6]([N:8]1[CH2:20][C@@H:19]([CH3:21])[N:18]2[C@H:10]([CH2:11][C:12]3[C:17]2=[N:16][C:15]([CH2:22][S:23][C:30]([C:31]2[CH:36]=[CH:35][CH:34]=[CH:33][CH:32]=2)([C:43]2[CH:44]=[CH:45][CH:46]=[CH:47][CH:48]=2)[C:37]2[CH:38]=[CH:39][CH:40]=[CH:41][CH:42]=2)=[C:14]([Br:24])[CH:13]=3)[CH2:9]1)=[O:7])([CH3:2])([CH3:3])[CH3:4] |f:1.2|. Procedure: To a solution of 0.25 g of the product of step 1 in 5 ml dichloromethane was added 0.25 g tritylpyridinium tetrafluoroborate at room temperature and the mixture was stirred at this temperature for 2 h. The reaction mixture was purified by chromatography on silica gel with dichlorometha:ethyl aceate=19:1 to yield 0.39 g of the title compound as colorless foam (MS: 656.3 and 658,4 (M+H+)). Reactants: CCCCc1ccc(C#Cc2ccc(CNCc3ccc(OCC(=O)OC)cc3)cc2)cc1, Cl, c1ccncc1, O=S(=O)(Cl)c1cccs1. Product: CCCCc1ccc(C#Cc2ccc(CN(Cc3ccc(OCC(=O)OC)cc3)S(=O)(=O)c3cccs3)cc2)cc1. RXN SMILES: [CH2:1]([CH2:2][CH2:3][CH3:4])[c:5]1[cH:6][cH:7][c:8]([C:11]#[C:12][c:13]2[cH:14][cH:15][c:16]([CH2:17][NH:18][CH2:19][c:20]3[cH:21][cH:22][c:23]([O:24][CH2:25][C:26](=[O:27])[O:28][CH3:29])[cH:30][cH:31]3)[cH:32][cH:33]2)[cH:9][cH:10]1.[ClH:49].[cH:43]1[cH:44][cH:45][n:46][cH:47][cH:48]1.[s:34]1[c:35]([S:39](=[O:40])(=[O:41])[Cl:42])[cH:36][cH:37][cH:38]1>>[CH2:1]([CH2:2][CH2:3][CH3:4])[c:5]1[cH:6][cH:7][c:8]([C:11]#[C:12][c:13]2[cH:14][cH:15][c:16]([CH2:17][N:18]([CH2:19][c:20]3[cH:21][cH:22][c:23]([O:24][CH2:25][C:26](=[O:27])[O:28][CH3:29])[cH:30][cH:31]3)[S:39]([c:35]3[s:34][cH:38][cH:37][cH:36]3)(=[O:40])=[O:41])[cH:32][cH:33]2)[cH:9][cH:10]1. Reactants: CO, COC(=O)C1=C(C)NC(=O)CC1c1cccc(F)c1F, [Na+], [OH-]. Product: CC1=C(C(=O)O)C(c2cccc(F)c2F)CC(=O)N1. RXN SMILES: [CH3:23][OH:24].[F:1][c:2]1[c:3]([CH:9]2[C:10]([C:17](=[O:18])[O:19][CH3:20])=[C:11]([CH3:16])[NH:12][C:13](=[O:15])[CH2:14]2)[cH:4][cH:5][cH:6][c:7]1[F:8].[Na+:22].[OH-:21]>>[F:1][c:2]1[c:3]([CH:9]2[C:10]([C:17](=[O:18])[OH:19])=[C:11]([CH3:16])[NH:12][C:13](=[O:15])[CH2:14]2)[cH:4][cH:5][cH:6][c:7]1[F:8]. Reactants: ClC1=C(C(=O)NCC#C)C=CC=N1 (2-Chloro-N-(prop-2-ynyl)nicotinamide), BrC1=CC=C(N)C=C1 (4-bromoaniline). Solvent: C(CO)O (ethylene glycol). Conditions: temperature 140 celsius. Product: BrC1=CC=C(C=C1)NC1=C(C(=O)NCC#C)C=CC=N1 (2-(4-bromophenylamino)-N-(prop-2-ynyl)nicotinamide). As a reaction SMILES: Cl[C:2]1[N:13]=[CH:12][CH:11]=[CH:10][C:3]=1[C:4]([NH:6][CH2:7][C:8]#[CH:9])=[O:5].[Br:14][C:15]1[CH:21]=[CH:20][C:18]([NH2:19])=[CH:17][CH:16]=1>C(O)CO>[Br:14][C:15]1[CH:21]=[CH:20][C:18]([NH:19][C:2]2[N:13]=[CH:12][CH:11]=[CH:10][C:3]=2[C:4]([NH:6][CH2:7][C:8]#[CH:9])=[O:5])=[CH:17][CH:16]=1. Procedure details: Compound 8 (194 mg, 1 mmol) and 4-bromoaniline (9d, 172 mg, 1 mmol) were taken in ethylene glycol and heated at 140° C. for 6 h. Then the reaction mixture was cooled and extracted with ethyl acetate from the aqueous layer and concentrated in vacuum. The compound was further purified by column chromatography using 60-120 silica gel to obtain 2-(4-bromophenylamino)-N-(prop-2-ynyl)nicotinamide 10d as pure product. To a solution of 2-(4-bromophenylamino)-N-(prop-2-ynyl)nicotinamide (10d, 150 mg, 0.4... The reactants are [N+](=O)([O-])C1=CC=C(C=C1)S(=O)(=NCCN1CCOCC1)CCCOC1=CC=CC=C1 (S-(4-nitrophenyl)-S-(3-phenoxypropyl)-N-[2-(4-morpholinyl)ethyl]sulfoximine). The reagents and catalysts are [Pd] (palladium on carbon). The solvent is C(C)O (ethanol). Product: N1(CCOCC1)CCN=S(=O)(CCCOC1=CC=CC=C1)C1=CC=C(C=C1)N (4-[N-[2-(4-Morpholinyl)ethyl]-S-(3-phenoxypropyl)sulfonimidoyl]benzenamine). As a reaction SMILES: [N+:1]([C:4]1[CH:9]=[CH:8][C:7]([S:10]([CH2:21][CH2:22][CH2:23][O:24][C:25]2[CH:30]=[CH:29][CH:28]=[CH:27][CH:26]=2)(=[N:12][CH2:13][CH2:14][N:15]2[CH2:20][CH2:19][O:18][CH2:17][CH2:16]2)=[O:11])=[CH:6][CH:5]=1)([O-])=O>C(O)C.[Pd]>[N:15]1([CH2:14][CH2:13][N:12]=[S:10]([C:7]2[CH:6]=[CH:5][C:4]([NH2:1])=[CH:9][CH:8]=2)([CH2:21][CH2:22][CH2:23][O:24][C:25]2[CH:30]=[CH:29][CH:28]=[CH:27][CH:26]=2)=[O:11])[CH2:20][CH2:19][O:18][CH2:17][CH2:16]1. Procedure: A solution of S-(4-nitrophenyl)-S-(3-phenoxypropyl)-N-[2-(4-morpholinyl)ethyl]sulfoximine in ethanol is treated with 5% palladium on carbon catalyst and subjected to hydrogenation on a Parr apparatus. When hydrogen uptake ceases, the catalyst is removed by filtration and the filtrate is concentrated to obtain the title compound.